Dataset: the Open Reaction Database (ORD), a public repository of structured organic reaction records. Task: describe an organic reaction: reactants, conditions, products, and yield Starting materials: CI, C[O-], CO, Fc1cc(F)cc(Cn2cnnc2S)c1, [Na+]. Product: CSc1nncn1Cc1cc(F)cc(F)c1. Reaction SMILES: [CH3:16][I:17].[CH3:18][O-:19].[CH3:21][OH:22].[F:1][c:2]1[cH:3][c:4]([CH2:5][n:6]2[c:7]([SH:11])[n:8][n:9][cH:10]2)[cH:12][c:13]([F:15])[cH:14]1.[Na+:20]>>[F:1][c:2]1[cH:3][c:4]([CH2:5][n:6]2[c:7]([S:11][CH3:16])[n:8][n:9][cH:10]2)[cH:12][c:13]([F:15])[cH:14]1.